describe an organic reaction: reactants, conditions, products, and yield From a dataset of the Open Reaction Database (ORD), a public repository of structured organic reaction records. Reactants: O=C(O)c1cnc(Cl)c(-c2ccc(Cl)cc2)c1, NC1CCCCC1O. The product is O=C(NC1CCCCC1O)c1cnc(Cl)c(-c2ccc(Cl)cc2)c1. Reaction SMILES: [Cl:1][c:2]1[n:3][cH:4][c:5]([C:6](=[O:7])[OH:8])[cH:9][c:10]1-[c:11]1[cH:12][cH:13][c:14]([Cl:17])[cH:15][cH:16]1.[NH2:18][CH:19]1[CH:20]([OH:25])[CH2:21][CH2:22][CH2:23][CH2:24]1>>[Cl:1][c:2]1[n:3][cH:4][c:5]([C:6](=[O:8])[NH:18][CH:19]2[CH:20]([OH:25])[CH2:21][CH2:22][CH2:23][CH2:24]2)[cH:9][c:10]1-[c:11]1[cH:12][cH:13][c:14]([Cl:17])[cH:15][cH:16]1. Reactants: CC(C)(C)OC(=O)NC(C)(C)c1noc(N)n1, CCO, Cl, C1COCCO1. Yields the product Cl, CC(C)(N)c1noc(N)n1. RXN SMILES: [C:1]([O:2][C:3](=[O:4])[NH:7][C:8]([CH3:9])([CH3:10])[c:11]1[n:12][o:13][c:14]([NH2:16])[n:15]1)([CH3:5])([CH3:6])[CH3:17].[CH3:25][CH2:26][OH:27].[ClH:18].[O:19]1[CH2:20][CH2:21][O:22][CH2:23][CH2:24]1>>[ClH:18].[NH2:7][C:8]([CH3:9])([CH3:10])[c:11]1[n:12][o:13][c:14]([NH2:16])[n:15]1. Reactants: ClC1=C(C=CC(=C1)C(F)(F)F)N=C=O (2-chloro-4-(trifluoromethyl)-1-isocyanatobenzene), CC(C(C(=O)OC)NC(=O)C=1SC=C(N1)C1=CC=C(C=C1)[N+](=O)[O-])C (Methyl 3-methyl-2-(4-(4-nitrophenyl)thiazole-2-carboxamido)butanoate). Product: ClC1=C(C=CC(=C1)C(F)(F)F)NC(NC1=CC=C(C=C1)C=1N=C(SC1)C(=O)N[C@H](C(=O)OC)C(C)C)=O ((S)-Methyl 2-(4-(4-(3-(2-chloro-4-(trifluoromethyl)phenyl)ureido) phenyl)thiazole-2-carboxamido)-3-methylbutanoate). As a reaction SMILES: [Cl:1][C:2]1[CH:7]=[C:6]([C:8]([F:11])([F:10])[F:9])[CH:5]=[CH:4][C:3]=1[N:12]=[C:13]=[O:14].[CH3:15][CH:16]([CH3:39])[CH:17]([NH:22][C:23]([C:25]1[S:26][CH:27]=[C:28]([C:30]2[CH:35]=[CH:34][C:33]([N+:36]([O-])=O)=[CH:32][CH:31]=2)[N:29]=1)=[O:24])[C:18]([O:20][CH3:21])=[O:19]>>[Cl:1][C:2]1[CH:7]=[C:6]([C:8]([F:11])([F:10])[F:9])[CH:5]=[CH:4][C:3]=1[NH:12][C:13](=[O:14])[NH:36][C:33]1[CH:34]=[CH:35][C:30]([C:28]2[N:29]=[C:25]([C:23]([NH:22][C@@H:17]([CH:16]([CH3:39])[CH3:15])[C:18]([O:20][CH3:21])=[O:19])=[O:24])[S:26][CH:27]=2)=[CH:31][CH:32]=1. Procedure details: The title compound was synthesized analogous to Example 23, using 2-chloro-4-(trifluoromethyl)-1-isocyanatobenzene and intermediate 3. 1HNMR (DMSO-d6, 300 MHz): δ 9.801 (s, 1H), 8.832-8.804 (d, J=8.4 Hz, 1H), 8.680 (s, 1H), 8.515-8.486 (d, J=8.7 Hz, 1H), 8.348 (s, 1H), 8.095-8.067 (d, J=8.4 Hz, 2H), 7.897-7.893 (d, J=1.2 Hz, 2H), 7.721-7.686 (dd, J=1.8, 9 Hz, 1H), 7.621-7.593 (d, J=8.4 Hz, 2H), 4.401-4.344 (t, J=8.1, 9 Hz, 1H), 3.702 (s, 3H), 2.351-2.280 (m, 1H), 1.003-0.955 (t, J=7.2 Hz, 6H); M... Reported procedure: 2,3-Dihydro-3-oxo-1H-isoindole-1-acetic acid methyl ester (1.5 g, 7.5 mmol) is added to a solution of NaBH4 (1.4 g, 37.6 mmol) in 50 mL of methanol at room temperature, and the mixture is stirred overnight. The reaction is quenched by addition of gaseous HCl until the pH=1. The methanol is evaporated, and the remaining solid is stirred in 100 mL of CH2Cl2 for 15 minutes. The solid is removed by filtration through Celite® 545. Evaporation of the filtrate gives 1.3 g (90% yield) of 1,3-dihydro-3-(... Starting materials: COC(CC1NC(C2=CC=CC=C12)=O)=O (2,3-Dihydro-3-oxo-1H-isoindole-1-acetic acid methyl ester), [BH4-].[Na+] (NaBH4). The product is OCCC1NC(C2=CC=CC=C12)=O (1,3-dihydro-3-(2-hydroxyethyl)-2H-isoindol-1-one). The solvent is CO (methanol). Reaction conditions: time 8 hour. The yield is 97.8%. As a reaction SMILES: C[O:2][C:3](=O)[CH2:4][CH:5]1[C:13]2[C:8](=[CH:9][CH:10]=[CH:11][CH:12]=2)[C:7](=[O:14])[NH:6]1.[BH4-].[Na+]>CO>[OH:2][CH2:3][CH2:4][CH:5]1[C:13]2[C:8](=[CH:9][CH:10]=[CH:11][CH:12]=2)[C:7](=[O:14])[NH:6]1 |f:1.2|. Solvent: CN(C)C=O (DMF), CN(C)C=O (DMF), O (water). Reaction conditions: temperature 0 celsius, time 40 minute. Reaction SMILES: [F:1][C:2]1[CH:7]=[CH:6][C:5]([F:8])=[CH:4][C:3]=1[S:9]([NH:12][C:13]1[CH:18]=[CH:17][CH:16]=[C:15]([C:19]2[C:23]([C:24]3[CH:29]=[CH:28][N:27]=[CH:26][CH:25]=3)=[CH:22][NH:21][N:20]=2)[C:14]=1[F:30])(=[O:11])=[O:10].[H-].[Na+].Cl.[C:34]([O:37][CH2:38][CH3:39])(=O)C>CN(C=O)C.O>[F:1][C:2]1[CH:7]=[CH:6][C:5]([F:8])=[CH:4][C:3]=1[S:9]([NH:12][C:13]1[CH:18]=[CH:17][CH:16]=[C:15]([C:19]2[C:23]([C:24]3[CH:29]=[CH:28][N:27]=[CH:26][CH:25]=3)=[CH:22][N:21]([CH:38]3[CH2:39][CH2:34][O:37]3)[N:20]=2)[C:14]=1[F:30])(=[O:10])=[O:11] |f:1.2|. Reactants: Cl (HCl), FC1=C(C=C(C=C1)F)S(=O)(=O)NC1=C(C(=CC=C1)C1=NNC=C1C1=CC=NC=C1)F (2,5-Difluoro-N-[2-fluoro-3-(4-pyridin-4-yl-1H-pyrazol-3-yl)-phenyl]-benzenesulfonamide), [H-].[Na+] (sodium hydride), 3-oxetanol trifluoromethanesulfonyl ester, [H-].[Na+] (sodium hydride), 3-oxetanol trifluoro-methanesulfonyl ester, C(C)(=O)OCC (ethyl acetate). Procedure details: A solution of 2,5-Difluoro-N-[2-fluoro-3-(4-pyridin-4-yl-1H-pyrazol-3-yl)-phenyl]-benzenesulfonamide (200 mg, 0,465 mmol)(prepared as described in Example 15) in anhydrous DMF (4 mL) was added to sodium hydride (60% in mineral oil)(46 mg, 1.162 mmol, 2.5 eq) previously washed with n-hexane under argon atmosphere and cooled to 0° C. After stirring at 0° C. for 40 minutes, freshly prepared 3-oxetanol trifluoromethanesulfonyl ester (144 mg, 0.689 mmol, 1.5 eq) dissolved in dry DMF (1 mL) was added ... The product is FC1=C(C=C(C=C1)F)S(=O)(=O)NC1=C(C(=CC=C1)C1=NN(C=C1C1=CC=NC=C1)C1OCC1)F (2,5-difluoro-N-{2-fluoro-3-[1-(oxetan-2-yl)-4-(pyridin-4-yl)-1H-pyrazol-3-yl]phenyl}benzenesulfonamide). Starting materials: O=C([O-])[O-], CN(C)C=O, CCOC(C)=O, O=C(O)c1ccc(Cl)c([N+](=O)[O-])c1, Cl, [Cs+], [Cs+], Nc1ccc(S)cc1, O. Product: Nc1ccc(Sc2ccc(C(=O)O)cc2[N+](=O)[O-])cc1. RXN SMILES: [C:22](=[O:23])([O-:24])[O-:25].[CH3:29][N:30]([CH3:31])[CH:32]=[O:33].[CH3:34][CH2:35][O:36][C:37](=[O:38])[CH3:39].[Cl:1][c:2]1[c:3]([N+:11](=[O:12])[O-:13])[cH:4][c:5]([C:6](=[O:7])[OH:8])[cH:9][cH:10]1.[ClH:28].[Cs+:26].[Cs+:27].[NH2:14][c:15]1[cH:16][cH:17][c:18]([SH:21])[cH:19][cH:20]1.[OH2:40]>>[c:2]1([S:21][c:18]2[cH:17][cH:16][c:15]([NH2:14])[cH:20][cH:19]2)[c:3]([N+:11](=[O:12])[O-:13])[cH:4][c:5]([C:6](=[O:7])[OH:8])[cH:9][cH:10]1. Reactants: [Br-], [Br-], O=Cc1ccc(Br)c([N+](=O)[O-])c1, CCCCCCC[n+]1ccc(-c2cc[n+](CCCCCCC)cc2)cc1, ClCCl, [K+], [K+], [Na+], [Na+], O=C([O-])[O-], O, O=S([O-])S(=O)[O-]. Yields the product Nc1cc(C=O)ccc1Br. Reaction SMILES: [Br-:13].[Br-:14].[Br:1][c:2]1[c:3]([N+:10]([O-:11])=[O:12])[cH:4][c:5]([CH:6]=[O:7])[cH:8][cH:9]1.[CH2:15]([n+:16]1[cH:17][cH:18][c:19](-[c:20]2[cH:21][cH:22][n+:23]([CH2:24][CH2:25][CH2:26][CH2:27][CH2:28][CH2:29][CH3:30])[cH:31][cH:32]2)[cH:33][cH:34]1)[CH2:35][CH2:36][CH2:37][CH2:38][CH2:39][CH3:40].[Cl:55][CH2:56][Cl:57].[K+:49].[K+:50].[Na+:47].[Na+:48].[O-:51][C:52]([O-:53])=[O:54].[OH2:58].[S:41]([S:42]([O-:43])=[O:44])([O-:45])=[O:46]>>[Br:1][c:2]1[c:3]([NH2:10])[cH:4][c:5]([CH:6]=[O:7])[cH:8][cH:9]1. The reactants are BrCC=1OC=CC=C2C1C=C(C(=C2)OC)OC (1-bromomethyl-7,8-dimethoxy-2-benzoxepin), C(C)(C)N(CC)C(C)C (diisopropylethylamine), C(CO)O (ethylene glycol). The product is COC=1C(=CC2=C(CCCOC2COCCO)C1)OC (2-[(1,3,4,5-tetrahydro-7,8-dimethoxy-2-benzoxepin-1-yl)methoxy]ethanol). Yield: 89.0%. RXN SMILES: Br[CH2:2][C:3]1[O:4][CH:5]=[CH:6][CH:7]=[C:8]2[CH:13]=[C:12]([O:14][CH3:15])[C:11]([O:16][CH3:17])=[CH:10][C:9]=12.C(N(C(C)C)CC)(C)C.[CH2:27]([OH:30])[CH2:28][OH:29]>>[CH3:15][O:14][C:12]1[C:11]([O:16][CH3:17])=[CH:10][C:9]2[CH:3]([CH2:2][O:29][CH2:28][CH2:27][OH:30])[O:4][CH2:5][CH2:6][CH2:7][C:8]=2[CH:13]=1. Procedure details: A mixture of 3.67 g (12.2 mmoles) of 1-bromomethyl-7,8-dimethoxy-2-benzoxepin, 2.12 ml (12.2 mmoles) of diisopropylethylamine, and 15 ml of ethylene glycol is heated at 100° for 7 hours. The reaction mixture is then cooled and extracted with methylene chloride, then with water and finally with brine. The organic layer is filtered through Na2SO4, taken to dryness, and chromatographed on silica gel to give 3.06 g (89%) of 2-[(1,3,4,5-tetrahydro-7,8-dimethoxy-2-benzoxepin-1-yl)methoxy]ethanol: mass... The reactants are O=C([O-])[O-], CN(C)C=O, CCOC(C)=O, CI, [K+], [K+], O=[N+]([O-])c1c(F)cc(O)cc1F, O. Product: COc1cc(F)c([N+](=O)[O-])c(F)c1. Reaction SMILES: [C:13](=[O:14])([O-:15])[O-:16].[CH3:21][N:22]([CH3:23])[CH:24]=[O:25].[CH3:27][CH2:28][O:29][C:30](=[O:31])[CH3:32].[I:19][CH3:20].[K+:17].[K+:18].[N+:1](=[O:2])([O-:3])[c:4]1[c:5]([F:12])[cH:6][c:7]([OH:11])[cH:8][c:9]1[F:10].[OH2:26]>>[N+:1](=[O:2])([O-:3])[c:4]1[c:5]([F:12])[cH:6][c:7]([O:11][CH3:13])[cH:8][c:9]1[F:10].